From a dataset of the Open Reaction Database (ORD), a public repository of structured organic reaction records. describe an organic reaction: reactants, conditions, products, and yield The reactants are CCN(CC)S(F)(F)F, ClCCl, OC(c1ccccc1)c1cccc(C2OCCO2)c1. Reaction SMILES: [CH2:20]([N:21]([S:22]([F:23])([F:24])[F:26])[CH2:25][CH3:27])[CH3:28].[Cl:29][CH2:30][Cl:31].[O:1]1[CH:2]([c:6]2[cH:7][c:8]([CH:12]([OH:13])[c:14]3[cH:15][cH:16][cH:17][cH:18][cH:19]3)[cH:9][cH:10][cH:11]2)[O:3][CH2:4][CH2:5]1>>[O:1]1[CH:2]([c:6]2[cH:7][c:8]([CH:12]([c:14]3[cH:15][cH:16][cH:17][cH:18][cH:19]3)[F:26])[cH:9][cH:10][cH:11]2)[O:3][CH2:4][CH2:5]1. Yields the product FC(c1ccccc1)c1cccc(C2OCCO2)c1. Starting materials: C(#N)C1=C(C=CC=C1)C1=CC=C(C=C1)C (2-cyano-4'-methyl-1,1'-biphenyl), S (hydrogen sulfide). Run in CO (methanol), C(C)N(CC)CC (triethylamine). Run at time 3 day. The product is C(N)(=S)C1=C(C=CC=C1)C1=CC=C(C=C1)C (2-thiocarbamoyl-4'-methyl-1,1'-biphenyl). As a reaction SMILES: [C:1]([C:3]1[CH:8]=[CH:7][CH:6]=[CH:5][C:4]=1[C:9]1[CH:14]=[CH:13][C:12]([CH3:15])=[CH:11][CH:10]=1)#[N:2].[SH2:16]>CO.C(N(CC)CC)C>[C:1]([C:3]1[CH:8]=[CH:7][CH:6]=[CH:5][C:4]=1[C:9]1[CH:10]=[CH:11][C:12]([CH3:15])=[CH:13][CH:14]=1)(=[S:16])[NH2:2]. Reported procedure: First, 2.00 g of 2-cyano-4'-methyl-1,1'-biphenyl was dissolved in a mixture of 15 ml of methanol and 4.18 g of triethylamine, and hydrogen sulfide gas was bubbled thereinto at room temperature to the point of saturation. After keeping at room temperature for 3 days, the solution was kept at 50° C. for 6 hours. The reaction mixture was concentrated under reduced pressure, and the residue was extracted with ethyl acetate containing 1% hydrochloric acid. The organic layer was concentrated to give 2... The reactants are N(=[N+]=[N-])C1CCC=2N(C3=C(C=CC=C3C2CC(=O)OCCC)F)C1 (propyl (7-azido-4-fluoro-6,7,8,9-tetrahydropyrido[1,2-α]indol-10-yl)acetate), CC(C#C)C1=CC=CC=C1 ((1-methylprop-2-yn-1-yl)benzene), BrC(C)C1=CC=CC=C1 ((1-bromoethyl)benzene), C(#C)[Si](C)(C)C (ethynyltrimethylsilane). Product: FC=1C=CC=C2C(=C3N(C12)CC(CC3)N3N=NC=C3C(C)C3=CC=CC=C3)CC(=O)O ({4-Fluoro-7-[5-(1-phenyl-ethyl)-[1,2,3]triazol-1-yl]-6,7,8,9-tetrahydropyrido[1,2-α]indol-10-yl}-acetic acid). As a reaction SMILES: [N:1]([CH:4]1[CH2:24][N:8]2[C:9]3[C:14]([C:15]([CH2:16][C:17]([O:19]CCC)=[O:18])=[C:7]2[CH2:6][CH2:5]1)=[CH:13][CH:12]=[CH:11][C:10]=3[F:23])=[N+:2]=[N-:3].[CH3:25][CH:26]([C:29]1[CH:34]=[CH:33][CH:32]=[CH:31][CH:30]=1)[C:27]#[CH:28].BrC(C1C=CC=CC=1)C.C([Si](C)(C)C)#C>>[F:23][C:10]1[CH:11]=[CH:12][CH:13]=[C:14]2[C:9]=1[N:8]1[CH2:24][CH:4]([N:1]3[C:27]([CH:26]([C:29]4[CH:34]=[CH:33][CH:32]=[CH:31][CH:30]=4)[CH3:25])=[CH:28][N:3]=[N:2]3)[CH2:5][CH2:6][C:7]1=[C:15]2[CH2:16][C:17]([OH:19])=[O:18]. Procedure details: The title compound was prepared using procedures described in EXAMPLE 8 from propyl (7-azido-4-fluoro-6,7,8,9-tetrahydropyrido[1,2-α]indol-10-yl)acetate and (1-methylprop-2-yn-1-yl)benzene prepared from (1-bromoethyl)benzene and ethynyltrimethylsilane. Separation of the resulting diastereoisomeric esters by flash chromatography using a gradient of 10-70% EA/Hex afforded 2 enantiomeric mixtures. The less polar enantiomeric mixture was resolved on chiral HPLC using a 4.6×250 mm Chiralpak AD column... The reactants are C=1N=C(C2=C(N1)N(C=N2)[C@H]3[C@@H]([C@@H]([C@H](O3)COP(=O)(O)OP(=O)(O)OC[C@@H]4[C@H]([C@H]([C@@H](O4)N5C=CCC(=C5)C(=O)N)O)O)O)O)N (NAD), CC1=NC=C(C(=C1O)C=O)COP(=O)(O)O (Pyridoxal-5-phosphate), C(C(O)C)(=O)[O-] (Lactate), C(=O)[O-] (Formate), Amine, P(=O)([O-])([O-])[O-].[Na+].[Na+].[Na+] (Sodium phosphate), C(=O)[O-].[Na+] (sodium formate), N[C@H](C)C(=O)O (D-alanine), Cl (HCl). Solvent: O (water). Reaction conditions: time 1 hour. Product: N[C@@H]1CCC=2N(C3=CC=CC=C3C2CC(=O)OCCC)C1 (propyl ([7R]-7-amino-6,7,8,9-tetrahydropyrido[1,2-a]indol-10-yl)acetate). Yield: 80.0%. RXN SMILES: P([O-])([O-])([O-])=O.[Na+].[Na+].[Na+].[CH:9]([O-:11])=[O:10].[Na+].[NH2:13][C@@H:14]([C:16](O)=O)[CH3:15].C1N=C(N)C2N=CN([C@@H]3O[C@H](COP(OP(OC[C@H]4O[C@@H:47]([N:49]5[CH:54]=[C:53]([C:55](N)=O)[CH2:52][CH:51]=[CH:50]5)[C@H:46](O)[C@@H:45]4O)(O)=O)(O)=O)[C@@H](O)[C@H]3O)C=2N=1.[CH3:63][C:64]1[C:69](O)=C(C=O)C(COP(O)(O)=O)=CN=1.[C:79]([O-])(=O)C(C)O.C([O-])=O.Cl>O>[NH2:13][C@H:14]1[CH2:16][N:49]2[C:47]3[C:52]([C:53]([CH2:55][C:9]([O:11][CH2:63][CH2:64][CH3:69])=[O:10])=[C:54]2[CH2:79][CH2:15]1)=[CH:51][CH:50]=[CH:45][CH:46]=3 |f:0.1.2.3,4.5|. Reported procedure: Sodium phosphate, dibasic (3.8 equiv.) and sodium formate (266 equiv.) were added to a solution of D-alanine (38 equiv.) in water. The pH was measured as 7.6. NAD (0.04 equiv.), Pyridoxal-5-phosphate (0.11 equiv.), Lactate dehydrogenase (LDH) (1 equiv.), Formate dehydrogenase (FDH) (1 equiv.), and Amine-Transaminase ATA117 (1 equiv.) were added under stirring and slowly dissolved. The measured pH was 7.3. The mixture was aged at 22° C. for 1 h. The flask was flushed with nitrogen and propyl (7-o... Yields the product COC(=O)C1CCOc2cc(Oc3ccc(C(=O)Nc4cccc(-c5ccc(C)cc5)c4)cc3)c(C#N)cc21. RXN SMILES: [C:1](#[N:2])[c:3]1[cH:4][c:5]2[c:10]([cH:11][c:12]1[O:13][c:14]1[cH:15][cH:16][c:17]([C:20]([NH:21][c:22]3[cH:23][c:24]([I:28])[cH:25][cH:26][cH:27]3)=[O:29])[cH:18][cH:19]1)[O:9][CH2:8][CH2:7][CH:6]2[C:30](=[O:31])[O:32][CH3:33].[C:44](=[O:45])([O-:46])[O-:47].[CH3:50][c:51]1[cH:52][cH:53][cH:54][cH:55][cH:56]1.[Na+:48].[Na+:49].[OH2:134].[c:34]1([CH3:43])[cH:35][cH:36][c:37]([B:40]([OH:41])[OH:42])[cH:38][cH:39]1.[cH:57]1[cH:58][cH:59][c:60]([P:61]([Pd:62]([P:63]([c:64]2[cH:65][cH:66][cH:67][cH:68][cH:69]2)([c:70]2[cH:71][cH:72][cH:73][cH:74][cH:75]2)[c:76]2[cH:77][cH:78][cH:79][cH:80][cH:81]2)([P:82]([c:83]2[cH:84][cH:85][cH:86][cH:87][cH:88]2)([c:89]2[cH:90][cH:91][cH:92][cH:93][cH:94]2)[c:95]2[cH:96][cH:97][cH:98][cH:99][cH:100]2)[P:101]([c:102]2[cH:103][cH:104][cH:105][cH:106][cH:107]2)([c:108]2[cH:109][cH:110][cH:111][cH:112][cH:113]2)[c:114]2[cH:115][cH:116][cH:117][cH:118][cH:119]2)([c:120]2[cH:121][cH:122][cH:123][cH:124][cH:125]2)[c:126]2[cH:127][cH:128][cH:129][cH:130][cH:131]2)[cH:132][cH:133]1>>[C:1](#[N:2])[c:3]1[cH:4][c:5]2[c:10]([cH:11][c:12]1[O:13][c:14]1[cH:15][cH:16][c:17]([C:20]([NH:21][c:22]3[cH:23][c:24](-[c:37]4[cH:36][cH:35][c:34]([CH3:43])[cH:39][cH:38]4)[cH:25][cH:26][cH:27]3)=[O:29])[cH:18][cH:19]1)[O:9][CH2:8][CH2:7][CH:6]2[C:30](=[O:31])[O:32][CH3:33]. Starting materials: COC(=O)C1CCOc2cc(Oc3ccc(C(=O)Nc4cccc(I)c4)cc3)c(C#N)cc21, O=C([O-])[O-], Cc1ccccc1, [Na+], [Na+], O, Cc1ccc(B(O)O)cc1, c1ccc(P(c2ccccc2)(c2ccccc2)[Pd](P(c2ccccc2)(c2ccccc2)c2ccccc2)(P(c2ccccc2)(c2ccccc2)c2ccccc2)P(c2ccccc2)(c2ccccc2)c2ccccc2)cc1. Starting materials: C(O)([O-])=O.[Na+] (sodium hydrogencarbonate), OC1=C(C=CC(=C1)O)C1CCC(CC1)=O (4-(2,4-dihydroxyphenyl)cyclohexanone), O.C1(=CC=C(C=C1)S(=O)(=O)O)C (p-toluenesulfonic acid monohydrate), C(CS)S (ethane-1,2-dithiol). Solvent: C1(=CC=CC=C1)C (toluene). Yields the product S1CCSC12CCC(CC2)C2=C(C=C(C=C2)O)O (4-(1,4-Dithiaspiro[4.5]dec-8-yl)-1,3-benzenediol). Isolated yield 98.0%. Reaction SMILES: [OH:1][C:2]1[CH:7]=[C:6]([OH:8])[CH:5]=[CH:4][C:3]=1[CH:9]1[CH2:14][CH2:13][C:12](=O)[CH2:11][CH2:10]1.[CH2:16]([SH:19])[CH2:17][SH:18].O.C1(C)C=CC(S(O)(=O)=O)=CC=1.C(=O)([O-])O.[Na+]>C1(C)C=CC=CC=1>[S:18]1[C:12]2([CH2:13][CH2:14][CH:9]([C:3]3[CH:4]=[CH:5][C:6]([OH:8])=[CH:7][C:2]=3[OH:1])[CH2:10][CH2:11]2)[S:19][CH2:16][CH2:17]1 |f:2.3,4.5|. Procedure: To a round bottomed flask equipped with magnetic stirrer was added 4-(2,4-dihydroxyphenyl)cyclohexanone (1 g) and toluene (40 ml). To the stirred solution was added ethane-1,2-dithiol (0.49 ml) and a few crystals of p-toluenesulfonic acid monohydrate and the reaction mixture was heated under reflux for 3.5 hr. The reaction mixture was cooled to room temperature, saturated sodium hydrogencarbonate solution (20 ml) was added, and the layers were separated. The aqueous layer was diluted with water ... Reactants: COC(=O)N1CCC(=CC2=C1C=CC(=C2)C2=CC=C(C=C2)N2CCOCC2)C(=O)O (1-methoxycarbonyl-7-(4-morpholinophenyl)-2,3-dihydro-1H-1-benzazepine-4-carboxylic acid), CN(C)C=O (DMF), S(=O)(Cl)Cl (thionyl chloride). Reaction conditions: time 4 hour. Product: COC(=O)N1CCC(=CC2=C1C=CC(=C2)C2=CC=C(C=C2)N2CCOCC2)C(=O)NC2=CC=C(C=C2)CN(C2CCOCC2)C (1-methoxycarbonyl-N-[4-[[N-methyl-N-(tetrahydro-2H-pyran-4-yl)amino]methyl]phenyl]-7-(4-morpholinophenyl)-2,3-dihydro-1H-1-benzazepine-4-carboxamide). Reaction SMILES: [CH3:1][O:2][C:3]([N:5]1[C:11]2[CH:12]=[CH:13][C:14]([C:16]3[CH:21]=[CH:20][C:19]([N:22]4[CH2:27][CH2:26][O:25][CH2:24][CH2:23]4)=[CH:18][CH:17]=3)=[CH:15][C:10]=2[CH:9]=[C:8]([C:28]([OH:30])=O)[CH2:7][CH2:6]1)=[O:4].S(Cl)(Cl)=O.[CH3:35][N:36]([CH:38]=O)[CH3:37]>>[CH3:1][O:2][C:3]([N:5]1[C:11]2[CH:12]=[CH:13][C:14]([C:16]3[CH:17]=[CH:18][C:19]([N:22]4[CH2:23][CH2:24][O:25][CH2:26][CH2:27]4)=[CH:20][CH:21]=3)=[CH:15][C:10]=2[CH:9]=[C:8]([C:28]([NH:5][C:11]2[CH:12]=[CH:13][C:14]([CH2:38][N:36]([CH3:35])[CH:37]3[CH2:27][CH2:26][O:25][CH2:24][CH2:23]3)=[CH:15][CH:10]=2)=[O:30])[CH2:7][CH2:6]1)=[O:4]. Reported procedure: In DMF (8 ml) was dissolved 1-methoxycarbonyl-7-(4-morpholinophenyl)-2,3-dihydro-1H-1-benzazepine-4-carboxylic acid (0.15 g). To the solution was added, under ice-cooling, thionyl chloride (0.07 ml), and the mixture was stirred at room temperature for 30 minutes. Under reduced pressure, the solvent was evaporated, and the residue was suspended in THF (25 ml). The suspension was added dropwise to a solution of 4-[N-methyl-N-(tetrahydro-2H-pyran-4-yl)aminomethyl]aniline (0.12 g) and triethylamine ... Starting materials: CS(C)=O, CCN(C(C)C)C(C)C, O, c1ccc(-c2nsc(N3CCNCC3)n2)cc1, O=C(Nc1ccno1)OCC(Cl)(Cl)Cl. The product is O=C(Nc1ccno1)N1CCN(c2nc(-c3ccccc3)ns2)CC1. As a reaction SMILES: [CH3:41][S:42]([CH3:43])=[O:44].[CH:32]([N:33]([CH:34]([CH3:35])[CH3:36])[CH2:37][CH3:38])([CH3:39])[CH3:40].[OH2:45].[c:15]1(-[c:21]2[n:22][s:23][c:24]([N:26]3[CH2:27][CH2:28][NH:29][CH2:30][CH2:31]3)[n:25]2)[cH:16][cH:17][cH:18][cH:19][cH:20]1.[o:1]1[n:2][cH:3][cH:4][c:5]1[NH:6][C:7]([O:8][CH2:9][C:10]([Cl:11])([Cl:12])[Cl:13])=[O:14]>>[o:1]1[n:2][cH:3][cH:4][c:5]1[NH:6][C:7](=[O:14])[N:29]1[CH2:28][CH2:27][N:26]([c:24]2[s:23][n:22][c:21](-[c:15]3[cH:16][cH:17][cH:18][cH:19][cH:20]3)[n:25]2)[CH2:31][CH2:30]1.